describe an organic reaction: reactants, conditions, products, and yield From a dataset of the Open Reaction Database (ORD), a public repository of structured organic reaction records. Reactants: N1CCCCC1 (piperidine), ( I ), anhydride, halocarbon, aromatic hydrocarbon, C([O-])(O)=O.[Na+] (sodium bicarbonate), C1(=CC=CC=C1)C(C1CCNCC1)C1=CC=CC=C1 (4-diphenylmethylpiperidine), C(=O)OC(C)=O (acetic formic anhydride), anhydride. The solvent is C1(=CC=CC=C1)C (toluene), C=1(C(=CC=CC1)C)C (xylene), C1=CC=CC=C1 (benzene), ClCCCl (1,2-dichloroethane), C(Cl)(Cl)Cl (chloroform), C(Cl)(Cl)(Cl)Cl (carbon tetrachloride). Run at time 18 hour. Product: C(=O)N1CCC(CC1)C(C1=CC=CC=C1)C1=CC=CC=C1 (N-formyl-4-(diphenylmethyl)piperidine). RXN SMILES: [C:1]1([CH:7]([C:14]2[CH:19]=[CH:18][CH:17]=[CH:16][CH:15]=2)[CH:8]2[CH2:13][CH2:12][NH:11][CH2:10][CH2:9]2)[CH:6]=[CH:5][CH:4]=[CH:3][CH:2]=1.[CH:20](OC(=O)C)=[O:21].N1CCCCC1.C(=O)(O)[O-].[Na+]>C1(C)C=CC=CC=1.C1(C)C(C)=CC=CC=1.C1C=CC=CC=1.ClCCCl.C(Cl)(Cl)Cl.C(Cl)(Cl)(Cl)Cl>[CH:20]([N:11]1[CH2:10][CH2:9][CH:8]([CH:7]([C:14]2[CH:19]=[CH:18][CH:17]=[CH:16][CH:15]=2)[C:1]2[CH:2]=[CH:3][CH:4]=[CH:5][CH:6]=2)[CH2:13][CH2:12]1)=[O:21] |f:3.4|. Procedure details: The compounds of the invention of formula (I) may be prepared by the procedure described by C. A. Buehler and D. E. Pearson in "Survey of Organic Syntheses" at pages 900-901, Wiley-Interscience, New York (1970). The procedure comprises reacting 4-diphenylmethylpiperidine available from Reilly Tar and Chemical of Indianapolis, Ind. 46204, with acetic formic anhydride, the anhydride preferably being present in excess. The piperidine and anhydride are combined with cooling and are allowed to stir f... Starting materials: C(C)(C)(C)OC(N(C)C1=CC=C(C=C1)C=1C=NC=2N(C1)C=C(N2)C2=C(C=CC(=C2)NC(=O)N2CCCC2)Cl)=O (tert-butyl(4-(2-(2-chloro-5-(pyrrolidine-1-carboxamido)phenyl)imidazo[1,2-a]pyrimidin-6-yl)phenyl)(methyl)carbamate), C(=O)(C(F)(F)F)O (TFA). Run in C(Cl)Cl (DCM). Conditions: time 8 hour. Yields the product ClC1=C(C=C(C=C1)NC(=O)N1CCCC1)C=1N=C2N(C=C(C=N2)C2=CC=C(C=C2)NC)C1 (N-(4-chloro-3-(6-(4-(methylamino)phenyl)imidazo[1,2-a]pyrimidin-2-yl)phenyl)pyrrolidine-1-carboxamide). As a reaction SMILES: C(O[C:6](=O)[N:7]([C:9]1[CH:14]=[CH:13][C:12]([C:15]2[CH:16]=[N:17][C:18]3[N:19]([CH:21]=[C:22]([C:24]4[CH:29]=[C:28]([NH:30][C:31]([N:33]5[CH2:37][CH2:36][CH2:35][CH2:34]5)=[O:32])[CH:27]=[CH:26][C:25]=4[Cl:38])[N:23]=3)[CH:20]=2)=[CH:11][CH:10]=1)C)(C)(C)C.C(O)(C(F)(F)F)=O>C(Cl)Cl>[Cl:38][C:25]1[CH:26]=[CH:27][C:28]([NH:30][C:31]([N:33]2[CH2:34][CH2:35][CH2:36][CH2:37]2)=[O:32])=[CH:29][C:24]=1[C:22]1[N:23]=[C:18]2[N:17]=[CH:16][C:15]([C:12]3[CH:11]=[CH:10][C:9]([NH:7][CH3:6])=[CH:14][CH:13]=3)=[CH:20][N:19]2[CH:21]=1. Reported procedure: tert-butyl(4-(2-(2-chloro-5-(pyrrolidine-1-carboxamido)phenyl)imidazo[1,2-a]pyrimidin-6-yl)phenyl)(methyl)carbamate was treated with 5% TFA in DCM and was stirred overnight at room temperature. At completion, the reaction mixture was concentrated in vacuo and the residue was redissolved in methanol. Purification of the compound was done via mass-triggered reverse phase column chromatography preparative system (15% to 65% (B)). m/z (ESI) for 26: 447.2 (M+H+), 1H NMR (600 MHz, DMSO-D6) δ 9.17 (d, ...